Dataset: the Open Reaction Database (ORD), a public repository of structured organic reaction records. Task: describe an organic reaction: reactants, conditions, products, and yield The reactants are ClC1=CC=2C3=C(NC2C=C1)CCN(CC3)C (9-Chloro-3-methyl-1,2,3,4,5,6-hexahydroazepino[4,5-b]indole), CC=1C=NC=C(C1)C=C (3-methyl-5-vinylpyridine), [OH-].[Na+] (NaOH). Reagents/catalysts: [Cl-].C(CCC)[N+](CCCC)(CCCC)CCCC (tetra n-butyl ammonium chloride). Run at temperature 90 celsius. The product is ClC1=CC=2C3=C(N(C2C=C1)CCC=1C=NC=C(C1)C)CCN(CC3)C (9-chloro-3-methyl-6-(2-(5-methylpyridin-3-yl)ethyl)-1,2,3,4,5,6-hexahydroazepino[4,5-b]indole). Isolated yield 3.0%. Reaction SMILES: [Cl:1][C:2]1[CH:10]=[CH:9][C:8]2[NH:7][C:6]3[CH2:11][CH2:12][N:13]([CH3:16])[CH2:14][CH2:15][C:5]=3[C:4]=2[CH:3]=1.[CH3:17][C:18]1[CH:19]=[N:20][CH:21]=[C:22]([CH:24]=[CH2:25])[CH:23]=1.[OH-].[Na+]>[Cl-].C([N+](CCCC)(CCCC)CCCC)CCC>[Cl:1][C:2]1[CH:10]=[CH:9][C:8]2[N:7]([CH2:25][CH2:24][C:22]3[CH:21]=[N:20][CH:19]=[C:18]([CH3:17])[CH:23]=3)[C:6]3[CH2:11][CH2:12][N:13]([CH3:16])[CH2:14][CH2:15][C:5]=3[C:4]=2[CH:3]=1 |f:2.3,4.5|. Reported procedure: The title compound was prepared by following general procedure 4. 9-Chloro-3-methyl-1,2,3,4,5,6-hexahydroazepino[4,5-b]indole (100 mg, 0.85 mmol), tetra n-butyl ammonium chloride (11 mg, 0.043 mmol), 3-methyl-5-vinylpyridine (121 mg, 1.02 mmol) were taken into 50% NaOH (6 mL) and the reaction mixture was heated overnight at 90° C. The reaction was monitored by TLC. After completion of reaction, the reaction mixture was extracted with ethyl acetate and water, the organic layer was separated, drie... Starting materials: CC(CC(=O)Cl)(C)C (3,3-Dimethyl-butyryl chloride), [Cl-].[Al+3].[Cl-].[Cl-] (aluminum chloride), C(C)OC(C(CC1=CC2=NC(=CC=C2N1CC1=CC=C(C=C1)Cl)OC)(C)C)=O (3-[1-(4-Chloro-benzyl)-5-methoxy-1H-pyrrolo[3,2-b]pyridin-2-yl]-2,2-dimethyl-propionic acid ethyl ester). Solvent: ClC(C)Cl (dichloroethane). Run at temperature 80 celsius. The product is C(C)OC(C(CC1=C(C2=NC(=CC=C2N1CC1=CC=C(C=C1)Cl)OC)C(CC(C)(C)C)=O)(C)C)=O (3-[1-(4-Chloro-benzyl)-3-(3,3-dimethyl-butyryl)-5-methoxy-1H-pyrrolo[3,2-b]pyridin-2-yl]-2,2-dimethyl-propionic acid ethyl ester). RXN SMILES: [CH2:1]([O:3][C:4](=[O:28])[C:5]([CH3:27])([CH3:26])[CH2:6][C:7]1[N:15]([CH2:16][C:17]2[CH:22]=[CH:21][C:20]([Cl:23])=[CH:19][CH:18]=2)[C:14]2[C:9](=[N:10][C:11]([O:24][CH3:25])=[CH:12][CH:13]=2)[CH:8]=1)[CH3:2].[CH3:29][C:30]([CH3:36])([CH3:35])[CH2:31][C:32](Cl)=[O:33].[Cl-].[Al+3].[Cl-].[Cl-]>ClC(Cl)C>[CH2:1]([O:3][C:4](=[O:28])[C:5]([CH3:27])([CH3:26])[CH2:6][C:7]1[N:15]([CH2:16][C:17]2[CH:18]=[CH:19][C:20]([Cl:23])=[CH:21][CH:22]=2)[C:14]2[C:9](=[N:10][C:11]([O:24][CH3:25])=[CH:12][CH:13]=2)[C:8]=1[C:32](=[O:33])[CH2:31][C:30]([CH3:36])([CH3:35])[CH3:29])[CH3:2] |f:2.3.4.5|. Procedure details: 3-[5-Methoxy-1-(4-chloro-benzyl)-1H-pyrrolo[3,2-b]pyridin-2-yl]-2,2-dimethyl-propionic acid ethyl ester (Example 5, Step 4; 0.133 g, 0.33 mmol) was dissolved in dichloroethane (5 mL). 3,3-Dimethyl-butyryl chloride (0.12 mL, 0.86 mmol) and aluminum chloride (0.137 g, 1.03 mmol) were added, and the reaction was heated to 80° C. under N2 for 1.5 hours. The reaction mixture was cooled to room temperature and quenched with saturated potassium sodium tartrate tetrahydrate solution. The mixture was ext... Reactants: ClC1=C(C(=O)O)C=C(C=C1)N1C(N(C(=CC1=O)C(F)(F)F)C)=O (2-chloro-5-[3,6-dihydro-2,6-dioxo-3-methyl-4-trifluoromethyl-1(2H)-pyrimidinyl]-benzoic acid), acid chloride, C1(CC1)C(C)O (1-cyclopropylethanol). Product: ClC1=C(C(=O)OC(C)C2CC2)C=C(C=C1)N1C(N(C(=CC1=O)C(F)(F)F)C)=O (1-cyclopropylethyl 2-chloro-5-[3,6-dihydro-2,6-dioxo-3-methyl-4-trifluoromethyl-1(2H)-pyrimidinyl]-benzoate). Reaction SMILES: [Cl:1][C:2]1[CH:10]=[CH:9][C:8]([N:11]2[C:16](=[O:17])[CH:15]=[C:14]([C:18]([F:21])([F:20])[F:19])[N:13]([CH3:22])[C:12]2=[O:23])=[CH:7][C:3]=1[C:4]([OH:6])=[O:5].[CH:24]1([CH:27](O)[CH3:28])[CH2:26][CH2:25]1>>[Cl:1][C:2]1[CH:10]=[CH:9][C:8]([N:11]2[C:16](=[O:17])[CH:15]=[C:14]([C:18]([F:20])([F:19])[F:21])[N:13]([CH3:22])[C:12]2=[O:23])=[CH:7][C:3]=1[C:4]([O:6][CH:27]([CH:24]1[CH2:26][CH2:25]1)[CH3:28])=[O:5]. Procedure details: In an analogous manner, starting from 2-chloro-5-[3,6-dihydro-2,6-dioxo-3-methyl-4-trifluoromethyl-1(2H)-pyrimidinyl]-benzoic acid via its acid chloride and 1-cyclopropylethanol there is obtained 1-cyclopropylethyl 2-chloro-5-[3,6-dihydro-2,6-dioxo-3-methyl-4-trifluoromethyl-1(2H)-pyrimidinyl]-benzoate, m.p. 118°-119° C.; The reactants are ClC[Si](C)(C)C1=C(C=C(C=C1)Cl)Cl (chloromethyl(2,4-dichlorophenyl)dimethysilane), [Na].N1N=CN=C1 (1,2,4-triazole sodium salt). Solvent: CN(C=O)C (dimethylformamide), O (water). Reaction conditions: time 2 hour. The product is ClC1=C(C=CC(=C1)Cl)[Si](CN1N=CN=C1)(C)C ((2,4-Dichlorophenyl)dimethyl(1H-1,2,4-triazol-1-ylmethyl)silane). Yield: 80.4%. As a reaction SMILES: Cl[CH2:2][Si:3]([C:6]1[CH:11]=[CH:10][C:9]([Cl:12])=[CH:8][C:7]=1[Cl:13])([CH3:5])[CH3:4].[Na].[NH:15]1[CH:19]=[N:18][CH:17]=[N:16]1>CN(C)C=O.O>[Cl:13][C:7]1[CH:8]=[C:9]([Cl:12])[CH:10]=[CH:11][C:6]=1[Si:3]([CH3:5])([CH3:4])[CH2:2][N:15]1[CH:19]=[N:18][CH:17]=[N:16]1 |f:1.2,^1:13|. Reported procedure: A mixture of 5.1 g (0.020 mol) of chloromethyl(2,4-dichlorophenyl)dimethysilane and 2.0 g (0.022 mol) of 1,2,4-triazole sodium salt in 10 ml of dry dimethylformamide was stirred at 80°-90° for 2 hours. The resulting slurry was cooled, diluted with water, and washed with ether. The ether extracts were washed with several portions of water and once with brine, dried over magnesium sulfate, and evaporated to leave 4.6 g (81%) of the title compound as a pale yellow liquid: nD23 1.5580; ir (neat) 155... The reactants are CC(C)(C)OC(=O)N1[C@H](CCC1)C=O ((R)-2-formyl-1-pyrrolidinecarboxylic acid 1,1-dimethylethyl ester), C1(=CC=CC=C1)P(C1=CC=CC=C1)C1=CC=CC=C1 (triphenylphosphine), C(Br)(Br)(Br)Br (carbon tetrabromide). Run in C(Cl)Cl (methylene chloride), C(Cl)Cl (methylene chloride). Yields the product BrC(=C[C@@H]1N(CCC1)C(=O)OC(C)(C)C)Br ((R)-2-(2,2-dibromoethenyl)-1pyrrolidinecarboxylic acid, 1,1-dimethylethyl ester). Reaction SMILES: [CH3:1][C:2]([O:5][C:6]([N:8]1[CH2:12][CH2:11][CH2:10][C@@H:9]1[CH:13]=O)=[O:7])([CH3:4])[CH3:3].C1(P(C2C=CC=CC=2)C2C=CC=CC=2)C=CC=CC=1.[C:34](Br)(Br)([Br:36])[Br:35]>C(Cl)Cl>[Br:35][C:34]([Br:36])=[CH:13][C@H:9]1[CH2:10][CH2:11][CH2:12][N:8]1[C:6]([O:5][C:2]([CH3:4])([CH3:3])[CH3:1])=[O:7]. Procedure: In accordance with Scheme I, N-α-t-BOC-D-proline 2a is reacted in an ether solvent such as tetrahydrofuran at a temperature ranging from -2° C. to the reflux temperature of the solvent with 10M borane-methyl sulfide complex to produce (R)-2-(hydroxymethyl)-1pyrrolidinecarboxylic acid, 1,1-dimethylethyl ester 3a. Compound 3a in a chlorinated hydrocarbon solvent such as methylene chloride is treated with an oxidizing agent such as pyridinium chlorochromate, 4Å molecular sieves and glacial acetic a...